From a dataset of the Open Reaction Database (ORD), a public repository of structured organic reaction records. describe an organic reaction: reactants, conditions, products, and yield Reactants: solution, [H-].[H-].[H-].[H-].[Li+].[Al+3] (LiAlH4), ClC=1C=C(C=CC1)C=CC(=O)N (3-(3-chloro-phenyl)-acrylamide), [H-].[H-].[H-].[H-].[Li+].[Al+3] (LiAlH4), [H-].[H-].[H-].[H-].[Li+].[Al+3] (LiAlH4). The solvent is C1CCOC1 (THF), C1CCOC1 (THF). Run at time 5 hour. Product: ClC=1C=C(C=CC1)CCCN (3-(3-Chloro-phenyl)-propylamine). Yield: 14.3%. RXN SMILES: [H-].[H-].[H-].[H-].[Li+].[Al+3].[Cl:7][C:8]1[CH:9]=[C:10]([CH:14]=[CH:15][C:16]([NH2:18])=O)[CH:11]=[CH:12][CH:13]=1>C1COCC1>[Cl:7][C:8]1[CH:9]=[C:10]([CH2:14][CH2:15][CH2:16][NH2:18])[CH:11]=[CH:12][CH:13]=1 |f:0.1.2.3.4.5|. Procedure details: A 1.0 M solution of LiAlH4 in THF (6.0 mL, 6.0 mmol) was added dropwise to a suspension of 3-(3-chloro-phenyl)-acrylamide (1.0 g, 5.51 mmol) in 30 mL THF at 0° C. The reaction was warmed to room temperature and was stirred for 5 h. An additional 4 mL of 1 M LiAlH4 was added and the reaction was stirred for 18 h. An addition 2 mL of 1 M LiAlH4 was added and the reaction was stirred for 24 h. The reaction mixture was quenched by dropwise addition of water. The mixture was concentrated in vacuo to ... Reactants: CC=1C=CC=C(C1C(=O)O)N (6-methylanthranilic acid), O1CCOCC1 (1,4-dioxane), C(=O)(Cl)Cl (phosgene), solution. The solvent is C1(=CC=CC=C1)C (toluene). Reaction conditions: time 8 hour. The product is 11.579, COC1=C2C(C(=O)OC(N2)=O)=CC=C1 (3-methoxyisatoic anhydride). Yield: 98.7%. As a reaction SMILES: C[C:2]1[CH:3]=[CH:4][CH:5]=[C:6]([NH2:11])[C:7]=1[C:8]([OH:10])=[O:9].[C:12](Cl)(Cl)=[O:13].[O:16]1CCOC[CH2:17]1>C1(C)C=CC=CC=1>[CH3:17][O:16][C:5]1[CH:4]=[CH:3][CH:2]=[C:7]2[C:8]([O:10][C:12](=[O:13])[NH:11][C:6]=12)=[O:9]. Procedure: To a mixture of 10.0 g (66.0 mmol) of 6-methylanthranilic acid in 60 mL of 1,4-dioxane was slowly added 100 mL (193 mmol) of a 1.93 molar solution of phosgene in toluene, at room temperature. The mixture was stirred overnight. The mixture was concentrated to yield a residue which was triturated with ethyl acetate-hexane (1:4), filtered, washed with hexane and dried to afford 11.579 (98.7%) of the 3-methoxyisatoic anhydride as a light brown solid. MS (Cl mode) m/z 160 (M-18,100%),178 (M+H, 95%). The reactants are Br, CCOP(=O)(OCC)N1CCN(S(=O)(=O)c2ccccc2[N+](=O)[O-])CCCC(F)CCCN(S(=O)(=O)c2ccccc2[N+](=O)[O-])CC1, CC(=O)O, CCOCC. Product: O=[N+]([O-])c1ccccc1S(=O)(=O)N1CCCC(F)CCCN(S(=O)(=O)c2ccccc2[N+](=O)[O-])CCNCC1. RXN SMILES: [BrH:5].[CH2:6]([O:7][P:8](=[O:9])([O:10][CH2:11][CH3:12])[N:14]1[CH2:15][CH2:16][N:17]([S:41](=[O:42])(=[O:43])[c:44]2[c:45]([N+:50](=[O:51])[O-:52])[cH:46][cH:47][cH:48][cH:49]2)[CH2:18][CH2:19][CH2:20][CH:21]([F:40])[CH2:22][CH2:23][CH2:24][N:25]([S:28](=[O:29])(=[O:30])[c:31]2[c:32]([N+:37](=[O:38])[O-:39])[cH:33][cH:34][cH:35][cH:36]2)[CH2:26][CH2:27]1)[CH3:13].[CH3:1][C:2](=[O:3])[OH:4].[CH3:53][CH2:54][O:55][CH2:56][CH3:57]>>[NH:14]1[CH2:15][CH2:16][N:17]([S:41](=[O:42])(=[O:43])[c:44]2[c:45]([N+:50](=[O:51])[O-:52])[cH:46][cH:47][cH:48][cH:49]2)[CH2:18][CH2:19][CH2:20][CH:21]([F:40])[CH2:22][CH2:23][CH2:24][N:25]([S:28](=[O:29])(=[O:30])[c:31]2[c:32]([N+:37](=[O:38])[O-:39])[cH:33][cH:34][cH:35][cH:36]2)[CH2:26][CH2:27]1. The reactants are ClC(CC1(C(C2=C(C(=C(C=C2C1)O)Cl)Cl)=O)C)=C (2-(2-chloroallyl)-2-methyl-5-hydroxy-6,7-dichloro-1-indanone), C([O-])([O-])=O.[K+].[K+] (potassium carbonate), BrCC(=O)OCC (ethyl bromoacetate). The solvent is CN(C)C=O (DMF). Yields the product O=C1C(CC2=CC(=C(C(=C12)Cl)Cl)OCC(=O)O)(C)CC(=C)Cl ([1-Oxo-2-(2-chloroallyl)-2-methyl-6,7-dichloro-5-indanyloxy]acetic acid). RXN SMILES: [Cl:1][C:2](=[CH2:18])[CH2:3][C:4]1([CH3:17])[CH2:12][C:11]2[C:6](=[C:7]([Cl:15])[C:8]([Cl:14])=[C:9]([OH:13])[CH:10]=2)[C:5]1=[O:16].C(=O)([O-])[O-].[K+].[K+].Br[CH2:26][C:27]([O:29]CC)=[O:28]>CN(C=O)C>[O:16]=[C:5]1[C:6]2[C:11](=[CH:10][C:9]([O:13][CH2:26][C:27]([OH:29])=[O:28])=[C:8]([Cl:14])[C:7]=2[Cl:15])[CH2:12][C:4]1([CH2:3][C:2]([Cl:1])=[CH2:18])[CH3:17] |f:1.2.3|. Procedure details: [1-Oxo-2-(2-chloroallyl)-2-methyl-6,7-dichloro-5-indanyloxy]acetic acid is prepared following substantially the same procedure described in Example 4, Step D, using the following reagents: 2-(2-chloroallyl)-2-methyl-5-hydroxy-6,7-dichloro-1-indanone (4.8 g., 0.0157 mole), potassium carbonate (6.0 g.), ethyl bromoacetate (4.5 ml.) and DMF (55 ml.). The above procedure gives 2.7 g. (48%) of [1-oxo-2-(2-chloroallyl)-2-methyl-6,7-dichloro-5-indanyloxy]acetic acid which after recrystallization from b... Conditions: time 30 minute. Procedure: A stirred suspension of 3-piperidinomethylthiophenol (0.36 g) in dry dimethylformamide (4 ml) was treated with anhydrous potassium carbonate (0.5 g) and stirred for 30 minutes. 4-Bromobutyronitrile (0.18 ml) was then added to the reaction mixture with dimethylformamide (1 ml) and the resultant suspension stirred at room temperature for 48 hours. The resulting product was poured into 5 volumes of water and extracted with ethyl acetate; the extracts were washed with water, dried and evaporated to ... Reaction SMILES: [N:1]1([CH2:7][C:8]2[CH:9]=[C:10]([SH:14])[CH:11]=[CH:12][CH:13]=2)[CH2:6][CH2:5][CH2:4][CH2:3][CH2:2]1.C(=O)([O-])[O-].[K+].[K+].Br[CH2:22][CH2:23][CH2:24][C:25]#[N:26].O>CN(C)C=O>[N:1]1([CH2:7][C:8]2[CH:9]=[C:10]([S:14][CH2:22][CH2:23][CH2:24][C:25]#[N:26])[CH:11]=[CH:12][CH:13]=2)[CH2:6][CH2:5][CH2:4][CH2:3][CH2:2]1 |f:1.2.3|. Yields the product N1(CCCCC1)CC=1C=C(C=CC1)SCCCC#N (4-(3-piperidinomethylphenylthio)butyronitrile). Run in CN(C=O)C (dimethylformamide), CN(C=O)C (dimethylformamide). Starting materials: BrCCCC#N (4-Bromobutyronitrile), resultant suspension, N1(CCCCC1)CC=1C=C(C=CC1)S (3-piperidinomethylthiophenol), C([O-])([O-])=O.[K+].[K+] (potassium carbonate), O (water). Starting materials: CCOC(=O)CCC(C=CC(=O)Cc1cc(C)cc(C)c1)NC(=O)OC(C)(C)C, CCO, C1CCOC1, O. Yields the product CCOC(=O)CCC(C=CC(O)Cc1cc(C)cc(C)c1)NC(=O)OC(C)(C)C. As a reaction SMILES: [CH2:1]([CH3:2])[O:3][C:4]([CH2:5][CH2:6][CH:7]([CH:8]=[CH:9][C:10]([CH2:11][c:12]1[cH:13][c:14]([CH3:19])[cH:15][c:16]([CH3:18])[cH:17]1)=[O:20])[NH:21][C:22](=[O:23])[O:24][C:25]([CH3:26])([CH3:27])[CH3:28])=[O:29].[CH3:30][CH2:31][OH:32].[O:34]1[CH2:35][CH2:36][CH2:37][CH2:38]1.[OH2:33]>>[CH2:1]([CH3:2])[O:3][C:4]([CH2:5][CH2:6][CH:7]([CH:8]=[CH:9][CH:10]([CH2:11][c:12]1[cH:13][c:14]([CH3:19])[cH:15][c:16]([CH3:18])[cH:17]1)[OH:20])[NH:21][C:22](=[O:23])[O:24][C:25]([CH3:26])([CH3:27])[CH3:28])=[O:29]. The reactants are N=C(c1ccccc1)c1ccccc1, CC(C)(C)[O-], Cc1ccccc1, Clc1nccc2occc12, NO, [Na+], O=C(C=Cc1ccccc1)C=Cc1ccccc1, O=C(C=Cc1ccccc1)C=Cc1ccccc1, O=C(C=Cc1ccccc1)C=Cc1ccccc1, [Pd], [Pd], c1ccc(P(c2ccccc2)c2ccc3ccccc3c2-c2c(P(c3ccccc3)c3ccccc3)ccc3ccccc23)cc1. The product is Nc1nccc2occc12. Reaction SMILES: [C:63]([c:64]1[cH:65][cH:66][cH:67][cH:68][cH:69]1)([c:70]1[cH:71][cH:72][cH:73][cH:74][cH:75]1)=[NH:76].[CH3:57][C:58]([CH3:59])([O-:60])[CH3:61].[CH3:79][c:80]1[cH:81][cH:82][cH:83][cH:84][cH:85]1.[Cl:1][c:2]1[n:3][cH:4][cH:5][c:6]2[c:7]1[cH:8][cH:9][o:10]2.[NH2:77][OH:78].[Na+:62].[O:106]=[C:107]([CH:108]=[CH:109][c:110]1[cH:111][cH:112][cH:113][cH:114][cH:115]1)[CH:116]=[CH:117][c:118]1[cH:119][cH:120][cH:121][cH:122][cH:123]1.[O:124]=[C:125]([CH:126]=[CH:127][c:128]1[cH:129][cH:130][cH:131][cH:132][cH:133]1)[CH:134]=[CH:135][c:136]1[cH:137][cH:138][cH:139][cH:140][cH:141]1.[O:88]=[C:89]([CH:90]=[CH:91][c:92]1[cH:93][cH:94][cH:95][cH:96][cH:97]1)[CH:98]=[CH:99][c:100]1[cH:101][cH:102][cH:103][cH:104][cH:105]1.[Pd:86].[Pd:87].[cH:11]1[cH:12][cH:13][c:14]([P:15]([c:16]2[cH:17][cH:18][c:19]3[c:20]([cH:21][cH:22][cH:23][cH:24]3)[c:25]2-[c:26]2[c:27]3[c:28]([cH:29][cH:30][cH:31][cH:32]3)[cH:33][cH:34][c:35]2[P:36]([c:37]2[cH:38][cH:39][cH:40][cH:41][cH:42]2)[c:43]2[cH:44][cH:45][cH:46][cH:47][cH:48]2)[c:49]2[cH:50][cH:51][cH:52][cH:53][cH:54]2)[cH:55][cH:56]1>>[c:2]1([NH2:76])[n:3][cH:4][cH:5][c:6]2[c:7]1[cH:8][cH:9][o:10]2.